Dataset: the Open Reaction Database (ORD), a public repository of structured organic reaction records. Task: describe an organic reaction: reactants, conditions, products, and yield Reactants: ClC1=CC(=NC=N1)NC=1C=C(C(=O)NC)C=CC1C (3-(6-chloro-pyrimidin-4-ylamino)-4,N-dimethyl-benzamide), C(C(C)(C)C)N (neopentylamine). Solvent: CS(=O)C (DMSO). Run at temperature 110 celsius. Product: CC(CNC1=CC(=NC=N1)NC=1C=C(C(=O)NC)C=CC1C)(C)C (3-[6-(2,2-Dimethyl-propylamino)-pyrimidin-4-ylamino]-4,N-dimethyl-benzamide). Isolated yield 95.4%. As a reaction SMILES: Cl[C:2]1[N:7]=[CH:6][N:5]=[C:4]([NH:8][C:9]2[CH:10]=[C:11]([CH:16]=[CH:17][C:18]=2[CH3:19])[C:12]([NH:14][CH3:15])=[O:13])[CH:3]=1.[CH2:20]([NH2:25])[C:21]([CH3:24])([CH3:23])[CH3:22]>CS(C)=O>[CH3:22][C:21]([CH3:24])([CH3:23])[CH2:20][NH:25][C:2]1[N:7]=[CH:6][N:5]=[C:4]([NH:8][C:9]2[CH:10]=[C:11]([CH:16]=[CH:17][C:18]=2[CH3:19])[C:12]([NH:14][CH3:15])=[O:13])[CH:3]=1. Procedure details: To a solution of 3-(6-chloro-pyrimidin-4-ylamino)-4,N-dimethyl-benzamide (0.4 g, 1.44 mmol) in DMSO (3 mL), neopentylamine (0.4 mL, 3.39 mmol) was added. The resulting solution was heated at 110° C. for 4 days. The product was purified by silica gel column chromatography using ethyl acetate as eluent to afford the product (0.45 g, yield 99%). MS (m/z): 328 (M+H). Starting materials: CO, COc1ccc(C(C)(C=CCc2ccc(F)c(Oc3ccccc3)c2)C(F)(F)F)cc1, [H][H]. Yields the product COc1ccc(C(C)(CCCc2ccc(F)c(Oc3ccccc3)c2)C(F)(F)F)cc1. RXN SMILES: [CH3:34][OH:35].[F:1][c:2]1[c:3]([O:25][c:26]2[cH:27][cH:28][cH:29][cH:30][cH:31]2)[cH:4][c:5]([CH2:8][CH:9]=[CH:10][C:11]([CH3:12])([C:13]([F:14])([F:15])[F:16])[c:17]2[cH:18][cH:19][c:20]([O:23][CH3:24])[cH:21][cH:22]2)[cH:6][cH:7]1.[H:32][H:33]>>[F:1][c:2]1[c:3]([O:25][c:26]2[cH:27][cH:28][cH:29][cH:30][cH:31]2)[cH:4][c:5]([CH2:8][CH2:9][CH2:10][C:11]([CH3:12])([C:13]([F:14])([F:15])[F:16])[c:17]2[cH:18][cH:19][c:20]([O:23][CH3:24])[cH:21][cH:22]2)[cH:6][cH:7]1. Starting materials: [OH-].[K+] (potassium hydroxide), COC1=C(C#N)C=CC=C1 (2-methoxybenzonitrile), Cl.NO (hydroxylamine hydrochloride). The solvent is C(C)O (ethanol). Product: ONC(C1=C(C=CC=C1)OC)=N (N-hydroxy-2-methoxybenzamidine). Isolated yield 77.2%. RXN SMILES: [OH-:1].[K+].[CH3:3][O:4][C:5]1[CH:12]=[CH:11][CH:10]=[CH:9][C:6]=1[C:7]#[N:8].Cl.[NH2:14]O>C(O)C>[OH:1][NH:8][C:7](=[NH:14])[C:6]1[CH:9]=[CH:10][CH:11]=[CH:12][C:5]=1[O:4][CH3:3] |f:0.1,3.4|. Procedure details: Add potassium hydroxide (30.3 g, 225 mmol) to a solution of 2-methoxybenzonitrile (25.0 g, 187 mmol) and hydroxylamine hydrochloride (15.77 g, 225 mmol) in ethanol (500 mL) at room temperature under nitrogen and heat the mixture at reflux for 12 hours. Remove the solvent under reduced pressure, triturate the residue with ethyl acetate/hexanes (1:9, 300 mL) and collect by vacuum filtration to provide N-hydroxy-2-methoxybenzamidine (24.0 g, 91%). Starting materials: N1=C(C=CC=C1)C=O (pyridin-2-carboxaldehyde), [N+](=O)([O-])C1=CC=CC=C1 (nitrobenzene), COC1=C(OC2=C(C(=CC(=C2)OC=2C=NC=CC2)N)N)C=CC=C1 (3-(2-methoxyphenoxy)-5-(pyridin-3-yloxy)-benzene-1,2-diamine). Run at time 1 hour. The product is COC1=C(OC2=CC(=CC=3NC(=NC32)C3=NC=CC=C3)OC=3C=NC=CC3)C=CC=C1 (4-(2-methoxy-phenoxy)-2-pyridin-2-yl-6-(pyridin-3-yloxy)-1H-benzimidazole). As a reaction SMILES: [N:1]1[CH:6]=[CH:5][CH:4]=[CH:3][C:2]=1[CH:7]=O.[N+](C1C=CC=CC=1)([O-])=O.[CH3:18][O:19][C:20]1[CH:41]=[CH:40][CH:39]=[CH:38][C:21]=1[O:22][C:23]1[CH:28]=[C:27]([O:29][C:30]2[CH:31]=[N:32][CH:33]=[CH:34][CH:35]=2)[CH:26]=[C:25]([NH2:36])[C:24]=1[NH2:37]>>[CH3:18][O:19][C:20]1[CH:41]=[CH:40][CH:39]=[CH:38][C:21]=1[O:22][C:23]1[C:24]2[N:37]=[C:7]([C:2]3[CH:3]=[CH:4][CH:5]=[CH:6][N:1]=3)[NH:36][C:25]=2[CH:26]=[C:27]([O:29][C:30]2[CH:31]=[N:32][CH:33]=[CH:34][CH:35]=2)[CH:28]=1. Reported procedure: 0.026 ml of pyridin-2-carboxaldehyde was added to a nitrobenzene (0.5 ml) solution of 59 mg of 3-(2-methoxyphenoxy)-5-(pyridin-3-yloxy)-benzene-1,2-diamine at 120° C., and the reaction liquid was stirred for 1 hour at the same temperature. The reaction mixture was purified through silica gel column chromatography (developing solvent: hexane/ethyl acetate=1/1 to ethyl acetate to chloroform/methanol=20/1). The solvent of the resulting fraction was evaporated away under reduced pressure, and the re... Starting materials: [N+](=O)([O-])C1=CC=C(O1)C1=NN(C=C1C(=O)Cl)C1=CC=CC=C1 (3-(5-nitro-2-furyl)-1-phenylpyrazole-4-carboxylic acid chloride), [N+](=O)([O-])C1=CC=C(O1)C1=NN(C=C1C(=O)O)C1=CC=CC=C1 (3-(5-nitro-2-furyl)-1-phenylpyrazole-4-carboxylic acid). Run in O1CCOCC1 (dioxane), N1=CC=CC=C1 (pyridine). Product: [N+](=O)([O-])C1=CC=C(O1)C1=NN(C=C1C(=O)OC(=O)C=1C(=NN(C1)C1=CC=CC=C1)C=1OC(=CC1)[N+](=O)[O-])C1=CC=CC=C1 (3-(5-nitro-2-furyl)-1-phenylpyrazole-4-carboxylic acid anhydride). Reaction SMILES: [N+:1]([C:4]1[O:8][C:7]([C:9]2[C:13]([C:14](Cl)=[O:15])=[CH:12][N:11]([C:17]3[CH:22]=[CH:21][CH:20]=[CH:19][CH:18]=3)[N:10]=2)=[CH:6][CH:5]=1)([O-:3])=[O:2].[N+:23]([C:26]1[O:30][C:29]([C:31]2[C:35]([C:36]([OH:38])=[O:37])=[CH:34][N:33]([C:39]3[CH:44]=[CH:43][CH:42]=[CH:41][CH:40]=3)[N:32]=2)=[CH:28][CH:27]=1)([O-:25])=[O:24]>O1CCOCC1.N1C=CC=CC=1>[N+:1]([C:4]1[O:8][C:7]([C:9]2[C:13]([C:14]([O:38][C:36]([C:35]3[C:31]([C:29]4[O:30][C:26]([N+:23]([O-:25])=[O:24])=[CH:27][CH:28]=4)=[N:32][N:33]([C:39]4[CH:40]=[CH:41][CH:42]=[CH:43][CH:44]=4)[CH:34]=3)=[O:37])=[O:15])=[CH:12][N:11]([C:17]3[CH:22]=[CH:21][CH:20]=[CH:19][CH:18]=3)[N:10]=2)=[CH:6][CH:5]=1)([O-:3])=[O:2]. Procedure details: Add a solution of 0.64 g of 3-(5-nitro-2-furyl)-1-phenylpyrazole-4-carboxylic acid chloride dropwise to a warm solution of 0.60 g of 3-(5-nitro-2-furyl)-1-phenylpyrazole-4-carboxylic acid in 10 ml of dioxane and 0.48 ml of pyridine at 40° C. Stir the resulting reaction mixture at from 45° to 50° C for 6 hours. Draw off the formed precipitate and recrystallize it from dimethylformamide to obtain 3-(5-nitro-2-furyl)-1-phenylpyrazole-4-carboxylic acid anhydride [m.p. 262° to 264° C]. The reactants are [Al+3], N#CC1(CC2OCCO2)CC2CCC1C2, [H-], [H-], [H-], [H-], [Li+]. The product is NCC1(CC2OCCO2)CC2CCC1C2. As a reaction SMILES: [Al+3:17].[C:1](#[N:2])[C:3]1([CH2:10][CH:11]2[O:12][CH2:13][CH2:14][O:15]2)[CH:4]2[CH2:5][CH2:6][CH:7]([CH2:8]1)[CH2:9]2.[H-:16].[H-:19].[H-:20].[H-:21].[Li+:18]>>[CH2:1]([NH2:2])[C:3]1([CH2:10][CH:11]2[O:12][CH2:13][CH2:14][O:15]2)[CH:4]2[CH2:5][CH2:6][CH:7]([CH2:8]1)[CH2:9]2. Reactants: CC(=O)O[BH-](OC(C)=O)OC(C)=O, CC(=O)O, CO, ClCCCl, O=C(O)C1CNC1, [Na+], O=Cc1ccc(-c2noc(-c3cnn(-c4ccccc4)c3C(F)(F)F)n2)cc1. Reaction SMILES: [C:40]([O:41][BH-:42]([O:43][C:44](=[O:45])[CH3:46])[O:47][C:48](=[O:49])[CH3:50])(=[O:51])[CH3:52].[CH3:29][C:30](=[O:31])[OH:32].[CH3:54][OH:55].[Cl:56][CH2:57][CH2:58][Cl:59].[NH:33]1[CH2:34][CH:35]([C:37](=[O:38])[OH:39])[CH2:36]1.[Na+:53].[c:1]1(-[n:7]2[n:8][cH:9][c:10](-[c:16]3[n:17][c:18](-[c:21]4[cH:22][cH:23][c:24]([CH:25]=[O:26])[cH:27][cH:28]4)[n:19][o:20]3)[c:11]2[C:12]([F:13])([F:14])[F:15])[cH:2][cH:3][cH:4][cH:5][cH:6]1>>[c:1]1(-[n:7]2[n:8][cH:9][c:10](-[c:16]3[n:17][c:18](-[c:21]4[cH:22][cH:23][c:24]([CH2:25][N:33]5[CH2:34][CH:35]([C:37](=[O:38])[OH:39])[CH2:36]5)[cH:27][cH:28]4)[n:19][o:20]3)[c:11]2[C:12]([F:13])([F:14])[F:15])[cH:2][cH:3][cH:4][cH:5][cH:6]1. Product: O=C(O)C1CN(Cc2ccc(-c3noc(-c4cnn(-c5ccccc5)c4C(F)(F)F)n3)cc2)C1. The reactants are COc1ccccc1C=CCN, CCN=C=NCCCN(C)C, CC1=C(C(=O)[O-])C(c2cccc(Cl)c2)C(C(=O)OCCC#N)=C(C)N1, ClCCl, Cl, On1nnc2ccccc21. Yields the product COc1ccccc1C=CCNC(=O)C1=C(C)NC(C)=C(C(=O)OCCC#N)C1c1cccc(Cl)c1. Reaction SMILES: [CH3:26][O:27][c:28]1[c:29]([CH:34]=[CH:35][CH2:36][NH2:37])[cH:30][cH:31][cH:32][cH:33]1.[CH3:39][N:40]([CH3:41])[CH2:42][CH2:43][CH2:44][N:45]=[C:46]=[N:47][CH2:48][CH3:49].[Cl:1][c:2]1[cH:3][c:4]([CH:8]2[C:9]([C:19](=[O:20])[O:21][CH2:22][CH2:23][C:24]#[N:25])=[C:10]([CH3:18])[NH:11][C:12]([CH3:17])=[C:13]2[C:14](=[O:15])[O-:16])[cH:5][cH:6][cH:7]1.[Cl:60][CH2:61][Cl:62].[ClH:38].[OH:50][n:51]1[c:52]2[cH:53][cH:54][cH:55][cH:56][c:57]2[n:58][n:59]1>>[Cl:1][c:2]1[cH:3][c:4]([CH:8]2[C:9]([C:19](=[O:20])[O:21][CH2:22][CH2:23][C:24]#[N:25])=[C:10]([CH3:18])[NH:11][C:12]([CH3:17])=[C:13]2[C:14](=[O:15])[NH:37][CH2:36][CH:35]=[CH:34][c:29]2[c:28]([O:27][CH3:26])[cH:33][cH:32][cH:31][cH:30]2)[cH:5][cH:6][cH:7]1.